Dataset: the Open Reaction Database (ORD), a public repository of structured organic reaction records. Task: describe an organic reaction: reactants, conditions, products, and yield The reactants are Cl.Cl.C1(=CC=CC=C1)[C@H]1N(CCN(C1)CC1=CC=CC=C1)CC=C ((R)-2-phenyl-4-(phenylmethyl)-1-(2-propenyl)hexahydropyrazine dihydrochloride), [OH-].[Na+] (sodium hydroxide), C1(=CC=CC=C1)C (toluene), C (charcoal). The reagents and catalysts are [Ru](Cl)(Cl)Cl (ruthenium chloride). Run in O (water). Run at temperature 100 celsius, time 24 hour. The product is C1(=CC=CC=C1)[C@@H]1CN(CCN1)CC1=CC=CC=C1 ((R)-3-phenyl-1-(phenylmethyl)-hexahydropyrazine). Isolated yield 90.0%. RXN SMILES: Cl.Cl.[C:3]1([C@@H:9]2[CH2:14][N:13]([CH2:15][C:16]3[CH:21]=[CH:20][CH:19]=[CH:18][CH:17]=3)[CH2:12][CH2:11][N:10]2CC=C)[CH:8]=[CH:7][CH:6]=[CH:5][CH:4]=1.C.[OH-].[Na+].C1(C)C=CC=CC=1>O.[Ru](Cl)(Cl)Cl>[C:3]1([C@H:9]2[NH:10][CH2:11][CH2:12][N:13]([CH2:15][C:16]3[CH:17]=[CH:18][CH:19]=[CH:20][CH:21]=3)[CH2:14]2)[CH:8]=[CH:7][CH:6]=[CH:5][CH:4]=1 |f:0.1.2,4.5|. Procedure details: In distilled water (3 mL), (R)-2-Phenyl-4-(phenylmethyl)-1-(2-propenyl)hexahydropyrazine dihydrochloride (328 mg, 1.0 mmol) produced in Example 19 was dissolved. To the solution, ruthenium chloride (5 mg, 0.02 equivalent) and activated charcoal (6 mg) were added. The mixture was stirred at 100° C. for 24 hours. To the mixture, 30 wt % aqueous solution of sodium hydroxide (295 mg, 2.2 equivalents) and toluene (3 mL) were added. The formed insolubles were separated by filtration, and washed with t... The reactants are COC1=CC2=C(NC(=N2)SCC2=NC=C(C(=C2C)[N+](=O)[O-])C)C=C1 (5-Methoxy-2-[(3,5-dimethyl-4-nitro-2-pyridinyl)methylthio]-1H-benzimidazole), C[O-].[Na+] (sodium methoxide). The solvent is CO (methanol), petroleum ether, CO (methanol). Run at temperature 45 celsius, time 2 hour. Product: COC1=CC2=C(NC(=N2)SCC2=NC=C(C(=C2C)OC)C)C=C1 (5-Methoxy-2-[(3,5-dimethyl-4-methoxy-2-pyridinyl)methylthio]-1H-benzimidazole). As a reaction SMILES: [CH3:1][O:2][C:3]1[CH:24]=[CH:23][C:6]2[NH:7][C:8]([S:10][CH2:11][C:12]3[C:17]([CH3:18])=[C:16]([N+]([O-])=O)[C:15]([CH3:22])=[CH:14][N:13]=3)=[N:9][C:5]=2[CH:4]=1.[CH3:25][O-:26].[Na+]>CO>[CH3:1][O:2][C:3]1[CH:24]=[CH:23][C:6]2[NH:7][C:8]([S:10][CH2:11][C:12]3[C:17]([CH3:18])=[C:16]([O:26][CH3:25])[C:15]([CH3:22])=[CH:14][N:13]=3)=[N:9][C:5]=2[CH:4]=1 |f:1.2|. Procedure details: 5-Methoxy-2-[(3,5-dimethyl-4-nitro-2-pyridinyl)methylthio]-1H-benzimidazole (IX) (50 gm, 0.145 mole) was dissolved in methanol and heated to 45° C. A solution of sodium methoxide (50 gm, 0.925 mole) in methanol (150 ml) was added dropwise over a period of 3 hours at 45-60° C. Stirring was continued for another 2 hours and then methanol was distilled off under reduced pressure. To the cooled residue was added water (200 ml) followed by concentrated HCl (65 ml) until the pH of the mixture was 7.5.... Starting materials: C(C)(C)(C)OC(=O)N1CC(CC1)OC1=CC=C(C=C1)O (4-(1-tert-butoxycarbonylpyrrolidin-3-yloxy)phenol), BrCC(=O)OCC (ethyl bromoacetate), [H-].[Na+] (sodium hydride), ice water. RXN SMILES: [C:1]([O:5][C:6]([N:8]1[CH2:12][CH2:11][CH:10]([O:13][C:14]2[CH:19]=[CH:18][C:17]([OH:20])=[CH:16][CH:15]=2)[CH2:9]1)=[O:7])([CH3:4])([CH3:3])[CH3:2].Br[CH2:22][C:23]([O:25][CH2:26][CH3:27])=[O:24].[H-].[Na+]>O1CCCC1>[CH2:26]([O:25][C:23](=[O:24])[CH2:22][O:20][C:17]1[CH:18]=[CH:19][C:14]([O:13][CH:10]2[CH2:11][CH2:12][N:8]([C:6]([O:5][C:1]([CH3:4])([CH3:2])[CH3:3])=[O:7])[CH2:9]2)=[CH:15][CH:16]=1)[CH3:27] |f:2.3|. Conditions: time 1 hour. Solvent: O1CCCC1 (tetrahydrofuran). Reported procedure: To a solution of 4-(1-tert-butoxycarbonylpyrrolidin-3-yloxy)phenol (2.14 g) in tetrahydrofuran (43 l) were added ethyl bromoacetate (1.1 ml) and 60% sodium hydride (368 mg) with ice-cooling, and the mixture was stirred at room temperature for 1 hour. After completion of the reaction, ice water was added and the mixture was extracted with ethyl acetate and washed with 10% aqueous citric acid solution. The organic layer was dried over anhydrous magnesium sulfate and the solvent was evaporated. The... The product is C(C)OC(COC1=CC=C(C=C1)OC1CN(CC1)C(=O)OC(C)(C)C)=O (4-(1-tert-Butoxycarbonylpyrrolidin-3-yloxy)phenoxyacetic Acid Ethyl Ester). The reactants are P(Cl)(Cl)Cl (PCl3), P(O)(O)O (phosphorous acid), NCCC(=O)O (β-alanine), N1CCOCC1 (Morpholine). Reaction conditions: temperature 70 celsius, time 0.5 hour. The product is C(CN)C(O)(P(=O)(O)O)P(=O)(O)O (pamidronate). RXN SMILES: [P:1]([OH:4])([OH:3])[OH:2].[NH2:5][CH2:6][CH2:7][C:8]([OH:10])=O.N1CCOCC1.P(Cl)(Cl)Cl>>[CH2:7]([C:8]([P:1]([OH:4])([OH:3])=[O:2])([P:1]([OH:4])([OH:3])=[O:2])[OH:10])[CH2:6][NH2:5]. Procedure: The mixture of 5 eq. phosphorous acid and β-alanine is heated to form a melt. Morpholine (1 eq.) is slowly added. The reaction is cooled to about 70° C. and 2 eq. of PCl3 are added. The mixture is heated for about 3.5 hours. Then the reaction is hydrolyzed in aqueous acid at about 75° C. for about 0.5 hours. Crystallization from aqueous acid/IPA, affords pamidronate. The reactants are COC1=CC=C(C=C1)S(=O)(=O)OC1=CC=C(C=C1)CCOC1=CC=C(C=C1)C=O (4-[2-(4-formylphenoxy)ethyl]phenyl 4-methoxy-1-benzenesulfonate), S1C(NC(C1)=O)=O (2,4-thiazolidinedione), N1CCCCC1 (piperidine), C(C)(=O)O (acetic acid). Run in C1(=CC=CC=C1)C (toluene), O (water). Yields the product COC1=CC=C(C=C1)S(=O)(=O)OC1=CC=C(C=C1)CCOC1=CC=C(C=C2C(NC(S2)=O)=O)C=C1 (5-(4-[2-(4-(4-methoxyphenylsulfonyloxy)phenyl)ethoxy]benzylidene)thiazolidine-2,4-dione). The yield is 68.5%. As a reaction SMILES: [CH3:1][O:2][C:3]1[CH:8]=[CH:7][C:6]([S:9]([O:12][C:13]2[CH:18]=[CH:17][C:16]([CH2:19][CH2:20][O:21][C:22]3[CH:27]=[CH:26][C:25]([CH:28]=O)=[CH:24][CH:23]=3)=[CH:15][CH:14]=2)(=[O:11])=[O:10])=[CH:5][CH:4]=1.[S:30]1[CH2:34][C:33](=[O:35])[NH:32][C:31]1=[O:36].N1CCCCC1.C(O)(=O)C>O.C1(C)C=CC=CC=1>[CH3:1][O:2][C:3]1[CH:8]=[CH:7][C:6]([S:9]([O:12][C:13]2[CH:14]=[CH:15][C:16]([CH2:19][CH2:20][O:21][C:22]3[CH:27]=[CH:26][C:25]([CH:28]=[C:34]4[S:30][C:31](=[O:36])[NH:32][C:33]4=[O:35])=[CH:24][CH:23]=3)=[CH:17][CH:18]=2)(=[O:11])=[O:10])=[CH:5][CH:4]=1. Procedure details: A mixture of 2 g (4.85 mmole) 4-[2-(4-formylphenoxy)ethyl]phenyl 4-methoxy-1-benzenesulfonate and 0.8 g (6.8 mmole) 2,4-thiazolidinedione, 0.4 g piperidine, 0.3 g acetic acid and 20 ml toluene was refluxed with water separation in a Dean-Stark apparatus for 2.5 hours. The solvent was evaporated in vacuo, the residue was dissolved in dichloromethane and washed with potassium hydrogensulfate solution and with water, dried with magnesium sulfate, filtered and the solvent was concentrated in vacuo. ... The reactants are ClC=1C=CC(=NC1)C(=O)NC=1C=C2C3(N=C(OC3)NC(OC(C)(C)C)=O)C3(COC3)C(OC2=CC1)(C)C (tert-butyl (6′-{[(5-chloropyridin-2-yl)carbonyl]amino}-2′,2′-dimethyldispiro[1,3-oxazole-4,4′-chromene-3′,3″-oxetan]-2-yl)carbamate). Solvent: C1(=CC=CC=C1)C (toluene). Run at temperature 120 celsius, time 80 minute. Yields the product NC=1OCC2(C3=CC(=CC=C3OC(C23COC3)(C)C)NC(=O)C3=NC=C(C=C3)Cl)N1 (N-(2-amino-2′,2′-dimethyldispiro[1,3-oxazole-4,4′-chromene-3′,3″-oxetan]-6′-yl)-5-chloropyridine-2-carboxamide). The yield is 81.9%. As a reaction SMILES: [Cl:1][C:2]1[CH:3]=[CH:4][C:5]([C:8]([NH:10][C:11]2[CH:12]=[C:13]3[C:33](=[CH:34][CH:35]=2)[O:32][C:31]([CH3:37])([CH3:36])[C:27]2([CH2:30][O:29][CH2:28]2)[C:14]23[CH2:18][O:17][C:16]([NH:19]C(=O)OC(C)(C)C)=[N:15]2)=[O:9])=[N:6][CH:7]=1>C1(C)C=CC=CC=1>[NH2:19][C:16]1[O:17][CH2:18][C:14]2([N:15]=1)[C:27]1([CH2:28][O:29][CH2:30]1)[C:31]([CH3:36])([CH3:37])[O:32][C:33]1[C:13]2=[CH:12][C:11]([NH:10][C:8]([C:5]2[CH:4]=[CH:3][C:2]([Cl:1])=[CH:7][N:6]=2)=[O:9])=[CH:35][CH:34]=1. Procedure: A mixture of tert-butyl (6′-{[(5-chloropyridin-2-yl)carbonyl]amino}-2′,2′-dimethyldispiro[1,3-oxazole-4,4′-chromene-3′,3″-oxetan]-2-yl)carbamate (217 mg, 0.410 mmol), silica gel (neutral; 651 mg), and toluene (4 mL) was stirred for 80 minutes at 120° C. The reaction mixture was cooled down to ambient temperature and concentrated at reduced pressure. Purification of the residue with column chromatography on silica gel (eluted with EtOH/CHCl3=0/100 to 20/80) afforded N-(2-amino-2′,2′-dimethyldispi... Starting materials: C(O)([O-])=O.[Na+] (sodium hydrogen carbonate), CCOCC (ether), C(O)([O-])=O.[Na+] (sodium hydrogen carbonate), NC=1C=C(C=CC1)B(O)O (3-aminophenylboronic acid), NC1=C(C(=NN1C1=C(C=C(C=C1Cl)C(F)(F)F)Cl)C#N)I (5-amino-3-cyano-1-(2,6-dichloro-4-trifluoromethylphenyl)-4-iodopyrazole). Reagents/catalysts: C=1C=CC(=CC1)[P](C=2C=CC=CC2)(C=3C=CC=CC3)[Pd]([P](C=4C=CC=CC4)(C=5C=CC=CC5)C=6C=CC=CC6)([P](C=7C=CC=CC7)(C=8C=CC=CC8)C=9C=CC=CC9)[P](C=1C=CC=CC1)(C=1C=CC=CC1)C=1C=CC=CC1 (tetrakis(triphenylphosphine)palladium(0)), C=1C=CC(=CC1)[P](C=2C=CC=CC2)(C=3C=CC=CC3)[Pd]([P](C=4C=CC=CC4)(C=5C=CC=CC5)C=6C=CC=CC6)([P](C=7C=CC=CC7)(C=8C=CC=CC8)C=9C=CC=CC9)[P](C=1C=CC=CC1)(C=1C=CC=CC1)C=1C=CC=CC1 (tetrakis(triphenylphosphine)palladium(0)). Solvent: O (water), C(C)O (ethanol), C1(=CC=CC=C1)C (toluene). Conditions: time 8 hour. Yields the product NC1=C(C(=NN1C1=C(C=C(C=C1Cl)C(F)(F)F)Cl)C#N)C1=CC(=CC=C1)N (5-Amino-4-(3-aminophenyl)-3-cyano-1-(2,6-dichloro-4-trifluoromethylphenyl)pyrazole). As a reaction SMILES: [NH2:1][C:2]1[N:6]([C:7]2[C:12]([Cl:13])=[CH:11][C:10]([C:14]([F:17])([F:16])[F:15])=[CH:9][C:8]=2[Cl:18])[N:5]=[C:4]([C:19]#[N:20])[C:3]=1I.C(=O)([O-])O.[Na+].[NH2:27][C:28]1[CH:29]=[C:30](B(O)O)[CH:31]=[CH:32][CH:33]=1.CCOCC>C1(C)C=CC=CC=1.C(O)C.C1C=CC([P]([Pd]([P](C2C=CC=CC=2)(C2C=CC=CC=2)C2C=CC=CC=2)([P](C2C=CC=CC=2)(C2C=CC=CC=2)C2C=CC=CC=2)[P](C2C=CC=CC=2)(C2C=CC=CC=2)C2C=CC=CC=2)(C2C=CC=CC=2)C2C=CC=CC=2)=CC=1.O>[NH2:1][C:2]1[N:6]([C:7]2[C:12]([Cl:13])=[CH:11][C:10]([C:14]([F:17])([F:16])[F:15])=[CH:9][C:8]=2[Cl:18])[N:5]=[C:4]([C:19]#[N:20])[C:3]=1[C:32]1[CH:31]=[CH:30][CH:29]=[C:28]([NH2:27])[CH:33]=1 |f:1.2,^1:55,57,76,95|. Procedure details: To a rapidly stirred solution of 5-amino-3-cyano-1-(2,6-dichloro-4-trifluoromethylphenyl)-4-iodopyrazole (0.447 g) in toluene (2 ml) containing tetrakis(triphenylphosphine)palladium(0) (0.02 g) was added saturated aqueous sodium hydrogen carbonate solution (1 ml) and a solution of 3-aminophenylboronic acid (0.310 g) in ethanol (1 ml). The mixture was heated under reflux for 3 hours, then left at room temperature overnight. Saturated aqueous sodium hydrogen carbonate solution (0.5 ml) and tetraki... The solvent is CO (methanol). The reagents and catalysts are [Zn] (zinc). RXN SMILES: [C:1]([O:5][C:6](=[O:43])[NH:7][C@H:8]1[CH2:13][CH2:12][C@H:11]([C:14](=[O:42])[NH:15][C:16]2[CH:21]=[C:20]([O:22][C:23]3[CH:28]=[CH:27][C:26]([C:29]#[N:30])=[CH:25][CH:24]=3)[CH:19]=[C:18]([O:31][C:32]3[CH:37]=[CH:36][C:35]([N+:38]([O-])=O)=[C:34]([NH2:41])[CH:33]=3)[CH:17]=2)[CH2:10][CH2:9]1)([CH3:4])([CH3:3])[CH3:2].[Cl-].[NH4+]>CO.[Zn]>[C:1]([O:5][C:6](=[O:43])[NH:7][C@H:8]1[CH2:13][CH2:12][C@H:11]([C:14](=[O:42])[NH:15][C:16]2[CH:17]=[C:18]([O:31][C:32]3[CH:37]=[CH:36][C:35]([NH2:38])=[C:34]([NH2:41])[CH:33]=3)[CH:19]=[C:20]([O:22][C:23]3[CH:28]=[CH:27][C:26]([C:29]#[N:30])=[CH:25][CH:24]=3)[CH:21]=2)[CH2:10][CH2:9]1)([CH3:4])([CH3:2])[CH3:3] |f:1.2|. Reported procedure: {Trans-4-[3-(3-amino-4-nitro-phenoxy)-5-(4-cyano-phenoxy)-phenyl-carbamoyl}-cyclohexyl]-carbamic acid tert-butyl ester (1.0 g, 1.7 mmol), zinc (1.11 g, 17.02 mmol) and ammoniumchloride (0.91 g, 17.02 mmol) were dissolved in 20 ml of methanol and stirred for 2 h at 60° C. After reaction completion contents were filtered through celite and filetrate was concentrated to afford 0.8 g of the required product. 1H NMR (DMSO-d6): δ 1.45 (9H, s), 1.78 (4H, m), 2.45 (4H, m), 3.2 (1H, m), 4.42 (2H, s), 6.4... Product: C(C)(C)(C)OC(N[C@@H]1CC[C@H](CC1)C(NC1=CC(=CC(=C1)OC1=CC(=C(C=C1)N)N)OC1=CC=C(C=C1)C#N)=O)=O ({Trans-4-[3-(4-cyano-phenoxy)-5-(3,4-diamino-phenoxy)-phenylcarbamoyl]-cyclohexyl}-carbamic Acid Tert-butyl Ester). Conditions: temperature 60 celsius, time 2 hour. Yield: 84.4%. The reactants are C(C)(C)(C)OC(N[C@@H]1CC[C@H](CC1)C(NC1=CC(=CC(=C1)OC1=CC=C(C=C1)C#N)OC1=CC(=C(C=C1)[N+](=O)[O-])N)=O)=O ({Trans-4-[3-(3-amino-4-nitro-phenoxy)-5-(4-cyano-phenoxy)-phenyl-carbamoyl}-cyclohexyl]-carbamic acid tert-butyl ester), [Cl-].[NH4+] (ammoniumchloride). Reactants: C(C)OC(=O)C1C(C=2C=CC=NC2C1=O)=O (5,7-Dioxo-6,7-dihydro-5H-[1]pyrindine-6-carboxylic acid ethyl ester), COC1=CC(=CC=C1)N (m-anisidine), C(C)(=O)O (acetic acid). Solvent: C1(=CC=CC=C1)C (toluene). The product is COC=1C=C(C=CC1)NC(=O)C1C(C=2C=CC=NC2C1=O)=O (5,7-dioxo-6,7-dihydro-5H-[1]pyrindine-6-carboxylic acid (3-methoxy-phenyl)-amide). Reaction SMILES: C(O[C:4]([CH:6]1[C:14](=[O:15])[C:13]2[N:12]=[CH:11][CH:10]=[CH:9][C:8]=2[C:7]1=[O:16])=[O:5])C.[CH3:17][O:18][C:19]1[CH:24]=[CH:23][CH:22]=[C:21]([NH2:25])[CH:20]=1.C(O)(=O)C>C1(C)C=CC=CC=1>[CH3:17][O:18][C:19]1[CH:20]=[C:21]([NH:25][C:4]([CH:6]2[C:14](=[O:15])[C:13]3[N:12]=[CH:11][CH:10]=[CH:9][C:8]=3[C:7]2=[O:16])=[O:5])[CH:22]=[CH:23][CH:24]=1. Reported procedure: 5,7-Dioxo-6,7-dihydro-5H-[1]pyrindine-6-carboxylic acid ethyl ester (100 mg) (see D. Binder, Monatshefte für Chemie, Vol. 105, Pp. 179-186, 1974), m-anisidine (0.124 ml) and acetic acid (0.052 ml) were suspended in toluene (5 ml). This mixture was refluxed for 2 hours under nitrogen. The mixture was cooled to room temperature and the ppt was collected with suction. The ppt was washed with toluene and dichloromethane and dried under reduced pressure to give a brown powder (112 mg). ESI−MS: m/z 29... Reactants: COc1cccc(NC(=O)COC(C)=O)c1C#N, CO, N. The product is COc1cccc(NC(=O)CO)c1C#N. Reaction SMILES: [C:1](=[O:2])([CH3:3])[O:4][CH2:5][C:6](=[O:7])[NH:8][c:9]1[c:10]([C:11]#[N:12])[c:13]([O:17][CH3:18])[cH:14][cH:15][cH:16]1.[CH3:20][OH:21].[NH3:19]>>[OH:4][CH2:5][C:6](=[O:7])[NH:8][c:9]1[c:10]([C:11]#[N:12])[c:13]([O:17][CH3:18])[cH:14][cH:15][cH:16]1.